This data is from the Open Reaction Database (ORD), a public repository of structured organic reaction records. The task is: describe an organic reaction: reactants, conditions, products, and yield Starting materials: N12C[C@@H](C(CC1)CC2)OC(=O)N2C=NC=C2 (imidazole-1-carboxylic acid (R)-1-aza-bicyclo[2.2.2]oct-3-yl ester), ClC=1C=C(C=CC1)C(O)C1=CC(=CC=C1)F ((3-chloro-phenyl)-(3-fluoro-phenyl)-methanol). The product is ClC=1C=C(C=CC1)C(C1=CC(=CC=C1)F)OC(O[C@H]1CN2CCC1CC2)=O (Carbonic acid (R)-(1-aza-bicyclo[2.2.2]oct-3-yl) ester (3-chloro-phenyl)-(3-fluoro-phenyl)-methyl ester). RXN SMILES: [N:1]12[CH2:8][CH2:7][CH:4]([CH2:5][CH2:6]1)[C@@H:3]([O:9][C:10](N1C=CN=C1)=[O:11])[CH2:2]2.[Cl:17][C:18]1[CH:19]=[C:20]([CH:24]([C:26]2[CH:31]=[CH:30][CH:29]=[C:28]([F:32])[CH:27]=2)[OH:25])[CH:21]=[CH:22][CH:23]=1>>[Cl:17][C:18]1[CH:19]=[C:20]([CH:24]([O:25][C:10](=[O:11])[O:9][C@@H:3]2[CH:4]3[CH2:5][CH2:6][N:1]([CH2:8][CH2:7]3)[CH2:2]2)[C:26]2[CH:31]=[CH:30][CH:29]=[C:28]([F:32])[CH:27]=2)[CH:21]=[CH:22][CH:23]=1. Reported procedure: The desired product was prepared by reacting imidazole-1-carboxylic acid (R)-1-aza-bicyclo[2.2.2]oct-3-yl ester with (3-chloro-phenyl)-(3-fluoro-phenyl)-methanol. Reactants: C1COC(C)([C@H]2CC[C@H]3[C@@H]4CC[C@H]5C[C@@H]([C@H](C[C@]5(C)[C@H]4[C@@H](C[C@]23C)N)OCC)O)O1 (11α-amino-2β-ethoxy-3α-hydroxy-5α-pregnan-20-one 20-ethylene acetal), C(=O)([O-])[O-].[K+].[K+] (K2CO3), [Na+].[I-] (NaI), BrCCC(C)C (1-bromo-3-methylbutane). Solvent: C(C)O (ethanol). The product is C(C)O[C@@H]1[C@H](C[C@@H]2CC[C@H]3[C@@H]4CC[C@H](C(C)=O)[C@]4(C[C@H]([C@@H]3[C@]2(C1)C)NCCC(C)C)C)O (2β-Ethoxy-3α-hydroxy-11α-(3-methylbutylamino)-5α-pregnan-20-one). Reaction SMILES: C1[O:30][C:4]([C@@H:6]2[C@:23]3([CH3:24])[C@H:9]([C@H:10]4[C@H:20]([C@H:21]([NH2:25])[CH2:22]3)[C@:18]3([CH3:19])[C@H:13]([CH2:14][C@H:15]([OH:29])[C@@H:16]([O:26][CH2:27][CH3:28])[CH2:17]3)[CH2:12][CH2:11]4)[CH2:8][CH2:7]2)([CH3:5])OC1.C([O-])([O-])=O.[K+].[K+].[Na+].[I-].Br[CH2:40][CH2:41][CH:42]([CH3:44])[CH3:43]>C(O)C>[CH2:27]([O:26][C@H:16]1[CH2:17][C@@:18]2([CH3:19])[C@@H:13]([CH2:12][CH2:11][C@@H:10]3[C@@H:20]2[C@H:21]([NH:25][CH2:40][CH2:41][CH:42]([CH3:44])[CH3:43])[CH2:22][C@@:23]2([CH3:24])[C@H:9]3[CH2:8][CH2:7][C@@H:6]2[C:4](=[O:30])[CH3:5])[CH2:14][C@@H:15]1[OH:29])[CH3:28] |f:1.2.3,4.5|. Reported procedure: 11α-amino-2β-ethoxy-3α-hydroxy-5α-pregnan-20-one 20-ethylene acetal (20 g) in ethanol (200 ml) was stirred with K2CO3 (25 g), NaI (1 g) and 1-bromo-3-methylbutane (50 ml) and the mixture was heated at reflux for 24 h. The excess K2CO3 was removed by filtration and washed with ethanol. The filtrate and washings were acidified with 2M-HCl to pH 2, washed with ether and the ether wash in turn washed with M-HCl and water (x3). The aqueous layers were brought to pH 10 with 2M-NaOH and the resulting s... Reaction SMILES: [C:1]([CH3:2])([CH3:3])([CH3:4])[O:5][C:6]([CH2:7][CH2:8][CH2:9][O:10][c:11]1[c:12]([NH:18][C:19]([c:20]2[cH:21][c:22]([Br:27])[c:23]([Cl:26])[cH:24][cH:25]2)=[O:28])[c:13]([CH3:17])[cH:14][cH:15][cH:16]1)=[O:29].[H-:31].[I:32][CH3:33].[Na+:30].[O:35]=[CH:36][N:37]([CH3:38])[CH3:39].[OH2:34]>>[C:1]([CH3:2])([CH3:3])([CH3:4])[O:5][C:6]([CH2:7][CH2:8][CH2:9][O:10][c:11]1[c:12]([N:18]([C:19]([c:20]2[cH:21][c:22]([Br:27])[c:23]([Cl:26])[cH:24][cH:25]2)=[O:28])[CH3:33])[c:13]([CH3:17])[cH:14][cH:15][cH:16]1)=[O:29]. Yields the product Cc1cccc(OCCCC(=O)OC(C)(C)C)c1N(C)C(=O)c1ccc(Cl)c(Br)c1. Starting materials: Cc1cccc(OCCCC(=O)OC(C)(C)C)c1NC(=O)c1ccc(Cl)c(Br)c1, [H-], CI, [Na+], CN(C)C=O, O. The reactants are CCN(C(C)C)C(C)C (DiPEA), C(=O)(OC(C)(C)C)N1[C@@H]2CN[C@H](C1)C2 ((1S,4S)-2-BOC-2,5-diazabicyclo[2.2.1]heptane), C(C)#N (acetonitrile). Run at time 0.25 hour. Yields the product C(C)(C)N1[C@@H]2CN([C@H](C1)C2)C2=CC=C(C=C2)N (4-((1S,4S)-5-Isopropyl-2,5-diaza-bicyclo[2.2.1]hept-2-yl)-phenylamine), solid. Reaction SMILES: [CH3:1][CH2:2][N:3]([CH:7]([CH3:9])[CH3:8])[CH:4]([CH3:6])[CH3:5].C([N:17]1C[C@@H:21]2[CH2:23][C@H:18]1[CH2:19]N2)(OC(C)(C)C)=O.[C:24](#[N:26])[CH3:25]>>[CH:4]([N:3]1[CH2:2][C@@H:1]2[CH2:9][C@H:7]1[CH2:8][N:26]2[C:24]1[CH:21]=[CH:23][C:18]([NH2:17])=[CH:19][CH:25]=1)([CH3:6])[CH3:5]. Reported procedure: 4-Fluoronitrophenyl (4.00 g, 28.348 mmol), DiPEA (5.89 mL, 60.667 mmol, 2.14 equiv.) and (1S,4S)-2-BOC-2,5-diazabicyclo[2.2.1]heptane (6.02 g, 30.333 mmol, 1.07 equiv.) are mixed in acetonitrile (20 mL). The resulting solution is heated to reflux overnight, after which full conversion has occurred. The solvent is removed under vacuum, and the solid yellow residue is stirred in cyclohexane (50 mL) for 0.25 h, then allowed to settle, the supernatant is discarded, and the process is repeated twice.... The reactants are [OH-].[Na+] (Sodium hydroxide), C(C)OC(=O)C1CCN(CC1)C1=NC=CC=C1 (3,4,5,6-tetrahydro-2H-[1,2′]-bipyridinyl-4-carboxylic acid ethyl ester). Run in O1CCOCC1 (1,4-dioxane). Run at time 72 hour. Product: N1(CCC(CC1)C(=O)O)C1=NC=CC=C1 (3,4,5,6-Tetrahydro-2H-[1,2′]bipyridinyl-4-carboxylic acid). The yield is 89.3%. As a reaction SMILES: [OH-].[Na+].C([O:5][C:6]([CH:8]1[CH2:13][CH2:12][N:11]([C:14]2[CH:19]=[CH:18][CH:17]=[CH:16][N:15]=2)[CH2:10][CH2:9]1)=[O:7])C>O1CCOCC1>[N:11]1([C:14]2[CH:19]=[CH:18][CH:17]=[CH:16][N:15]=2)[CH2:12][CH2:13][CH:8]([C:6]([OH:7])=[O:5])[CH2:9][CH2:10]1 |f:0.1|. Procedure details: Sodium hydroxide solution (5M, 24.8 ml, 0.12 mol) was added drop wise to a solution of 3,4,5,6-tetrahydro-2H-[1,2′]-bipyridinyl-4-carboxylic acid ethyl ester (5.8 g, 24 mmol)(see reference Farmaco, 1993, 48(10), 1439) in 1,4-dioxane (100 ml). The mixture was stirred at room temperature for 72 hours and then evaporated under reduced pressure. The residue was purified by ion exchange chromatography on Dowex® 50 WX8 resin using methanol and ammonium hydroxide solution in water as eluant (gradient f... The solvent is ClCCl (dichloromethane), O (water). Product: C1(=CC=CC=C1)SC1=CNC2=C(C=CC=C12)N1CCNCC1 (3-phenylsulfanyl-7-piperazin-1-yl-1H-indole). Reported procedure: Trifluoroacetic acid (5 mL) was added to a solution of 4-(3-phenylsulfanyl-1H-indol-7-yl)piperazine-1-carboxylic acid tert-butyl ester (700 mg, 1.7 mmol), prepared as described in Example 1 Step 1, in 4 mL of dichloromethane. After 15 min the solution was diluted with water, basified with ammonium hydroxide, and extracted with dichloromethane. The dichloromethane was washed with brine and evaporated to afford 3-phenylsulfanyl-7-piperazin-1-yl-1H-indole (701) as a solid. The hydrochloride salt cr... RXN SMILES: FC(F)(F)C(O)=O.C(OC([N:15]1[CH2:20][CH2:19][N:18]([C:21]2[CH:22]=[CH:23][CH:24]=[C:25]3[C:29]=2[NH:28][CH:27]=[C:26]3[S:30][C:31]2[CH:36]=[CH:35][CH:34]=[CH:33][CH:32]=2)[CH2:17][CH2:16]1)=O)(C)(C)C.[OH-].[NH4+]>ClCCl.O>[C:31]1([S:30][C:26]2[C:25]3[C:29](=[C:21]([N:18]4[CH2:19][CH2:20][NH:15][CH2:16][CH2:17]4)[CH:22]=[CH:23][CH:24]=3)[NH:28][CH:27]=2)[CH:32]=[CH:33][CH:34]=[CH:35][CH:36]=1 |f:2.3|. Starting materials: FC(C(=O)O)(F)F (Trifluoroacetic acid), C(C)(C)(C)OC(=O)N1CCN(CC1)C=1C=CC=C2C(=CNC12)SC1=CC=CC=C1 (4-(3-phenylsulfanyl-1H-indol-7-yl)piperazine-1-carboxylic acid tert-butyl ester), [OH-].[NH4+] (ammonium hydroxide).